Dataset: the Open Reaction Database (ORD), a public repository of structured organic reaction records. Task: describe an organic reaction: reactants, conditions, products, and yield Starting materials: [Li]CCCC (n-BuLi), CC=1SC=C(N1)C(=O)O (2-Methyl-thiazole-4-carboxylic acid), BrBr (bromine). Run in C1CCOC1 (THF), C1CCCCC1 (cyclohexane). Run at temperature 0 celsius, time 30 minute. Product: BrC1=C(N=C(S1)C)C(=O)O (5-Bromo-2-methyl-thiazole-4-carboxylic acid). As a reaction SMILES: [CH3:1][C:2]1[S:3][CH:4]=[C:5]([C:7]([OH:9])=[O:8])[N:6]=1.[Li]CCCC.[Br:15]Br>C1COCC1.C1CCCCC1>[Br:15][C:4]1[S:3][C:2]([CH3:1])=[N:6][C:5]=1[C:7]([OH:9])=[O:8]. Procedure details: 2-Methyl-thiazole-4-carboxylic acid (13.0 g, 90.8 mmol) was dissolved in 750 ml THF and cooled to −75° C. n-BuLi (1.6M in THF; 120 ml, 190.7 mmol) was added dropwise in 30 minutes. The red suspension was stirred for 15 min. at −75° C. and 30 min. at 0° C. A solution of bromine (5.1 ml, 100 mmol) in 20 ml cyclohexane was added dropwise at −75° C. and stirring was continued at room temperature for 2 hrs. The reaction mixture was quenched with 20 ml water, evaporated and acidified with 2N HCl to pH...